From a dataset of the Open Reaction Database (ORD), a public repository of structured organic reaction records. describe an organic reaction: reactants, conditions, products, and yield Starting materials: CO, Cl, CC(C)(C)OC(=O)N1CCC(c2nc(-c3cc(-c4ccc5cn(Cc6ccccc6)nc5c4)c4c(N)ncnn34)cs2)CC1, C1COCCO1. As a reaction SMILES: [CH3:46][OH:47].[ClH:45].[NH2:1][c:2]1[n:3][cH:4][n:5][n:6]2[c:7]1[c:8](-[c:29]1[cH:30][cH:31][c:32]3[cH:33][n:34]([CH2:38][c:39]4[cH:40][cH:41][cH:42][cH:43][cH:44]4)[n:35][c:36]3[cH:37]1)[cH:9][c:10]2-[c:11]1[n:12][c:13]([CH:16]2[CH2:17][CH2:18][N:19]([C:22]([O:23][C:24]([CH3:25])([CH3:26])[CH3:27])=[O:28])[CH2:20][CH2:21]2)[s:14][cH:15]1.[O:48]1[CH2:49][CH2:50][O:51][CH2:52][CH2:53]1>>[NH2:1][c:2]1[n:3][cH:4][n:5][n:6]2[c:7]1[c:8](-[c:29]1[cH:30][cH:31][c:32]3[cH:33][n:34]([CH2:38][c:39]4[cH:40][cH:41][cH:42][cH:43][cH:44]4)[n:35][c:36]3[cH:37]1)[cH:9][c:10]2-[c:11]1[n:12][c:13]([CH:16]2[CH2:17][CH2:18][NH:19][CH2:20][CH2:21]2)[s:14][cH:15]1. The product is Nc1ncnn2c(-c3csc(C4CCNCC4)n3)cc(-c3ccc4cn(Cc5ccccc5)nc4c3)c12. The reactants are Cl.CC=1N=C(N2N=C(N=CC21)N)C2=CC=CC=C2 (5-methyl-7-phenylimidazo[5,1-f][1,2,4]triazin-2-amine hydrochloride), CC(C)([O-])C.[Na+] (sodium t-butoxide), IC1=CC(=CC=C1)C(F)(F)F (1-iodo-3-(trifluoromethyl)benzene), C(C)(C)(C)P(C1=C(C=CC=C1)C1=CC=CC=C1)C(C)(C)C (2-(di-t-butylphosphino)biphenyl). Reagents/catalysts: C=1C=CC(=CC1)/C=C/C(=O)/C=C/C2=CC=CC=C2.C=1C=CC(=CC1)/C=C/C(=O)/C=C/C2=CC=CC=C2.C=1C=CC(=CC1)/C=C/C(=O)/C=C/C2=CC=CC=C2.[Pd].[Pd] (tris(dibenzylideneacetone)dipalladium). Run in O1CCOCC1 (dioxane). Product: CC=1N=C(N2N=C(N=CC21)NC2=CC(=CC=C2)C(F)(F)F)C2=CC=CC=C2 (5-methyl-7-phenyl-N-[3-(trifluoromethyl)phenyl]imidazo[5,1-f][1,2,4]triazin-2-amine). The yield is 81.2%. Reaction SMILES: Cl.[CH3:2][C:3]1[N:4]=[C:5]([C:13]2[CH:18]=[CH:17][CH:16]=[CH:15][CH:14]=2)[N:6]2[C:11]=1[CH:10]=[N:9][C:8]([NH2:12])=[N:7]2.I[C:20]1[CH:25]=[CH:24][CH:23]=[C:22]([C:26]([F:29])([F:28])[F:27])[CH:21]=1.C(P(C(C)(C)C)C1C=CC=CC=1C1C=CC=CC=1)(C)(C)C.CC(C)([O-])C.[Na+]>O1CCOCC1.C1C=CC(/C=C/C(/C=C/C2C=CC=CC=2)=O)=CC=1.C1C=CC(/C=C/C(/C=C/C2C=CC=CC=2)=O)=CC=1.C1C=CC(/C=C/C(/C=C/C2C=CC=CC=2)=O)=CC=1.[Pd].[Pd]>[CH3:2][C:3]1[N:4]=[C:5]([C:13]2[CH:14]=[CH:15][CH:16]=[CH:17][CH:18]=2)[N:6]2[C:11]=1[CH:10]=[N:9][C:8]([NH:12][C:20]1[CH:25]=[CH:24][CH:23]=[C:22]([C:26]([F:29])([F:28])[F:27])[CH:21]=1)=[N:7]2 |f:0.1,4.5,7.8.9.10.11|. Procedure details: In a similar manner as described for Example 25, 5-methyl-7-phenylimidazo[5,1-f][1,2,4]triazin-2-amine hydrochloride (26 mg, 0.1 mmol), 1-iodo-3-(trifluoromethyl)benzene (33 mg, 0.12 mmol), tris(dibenzylideneacetone)dipalladium (10 mg, 0.01 mmol), 2-(di-t-butylphosphino)biphenyl (10 mg, 0.03 mmol) and sodium t-butoxide (25 mg, 0.23 mmol) in dioxane (0.80 mL) gave 5-methyl-7-phenyl-N-[3-(trifluoromethyl)phenyl]imidazo[5,1-f][1,2,4]triazin-2-amine (30 mg, 81%) as a yellow solid. 1H NMR (CDCl3): δ8... Starting materials: COC1=CC=C(C=C1)C(C(N=C=S)C1=CC=C(C=C1)OC)=O (1,2-bis-(p-methoxyphenyl)-2-isothiocyanoethanone), ice, Cl (hydrogen chloride), Cl (hydrogen chloride). Run in C(C)OCC (diethyl ether). Reaction conditions: time 8 hour. Yields the product ClC=1SC(=C(N1)C1=CC=C(C=C1)OC)C1=CC=C(C=C1)OC (2-Chloro-4,5-bis-(p-methoxyphenyl)-thiazole). Reaction SMILES: [CH3:1][O:2][C:3]1[CH:8]=[CH:7][C:6]([C:9](=O)[CH:10]([C:14]2[CH:19]=[CH:18][C:17]([O:20][CH3:21])=[CH:16][CH:15]=2)[N:11]=[C:12]=[S:13])=[CH:5][CH:4]=1.[ClH:23]>C(OCC)C>[Cl:23][C:12]1[S:13][C:9]([C:6]2[CH:7]=[CH:8][C:3]([O:2][CH3:1])=[CH:4][CH:5]=2)=[C:10]([C:14]2[CH:19]=[CH:18][C:17]([O:20][CH3:21])=[CH:16][CH:15]=2)[N:11]=1. Procedure details: 10 g of the 1,2-bis-(p-methoxyphenyl)-2-isothiocyanoethanone so obtained are suspended in 150 ml of diethyl ether and, while stirring, the suspension is cooled to 15°-20°. Gaseous hydrogen chloride is then introduced slowly at such a rate that the reaction temperature does not exceed 20°. After about 45 minutes a clear, yellowish solution is obtained. It is maintained at 15° and a little hydrogen chloride is introduced for a further 7 hours, the solution is left to stand overnight at 15°, poured... Starting materials: CC1(C)C2CCC1(CS(=O)(=O)O)C(=O)C2, Cc1ccc(S(=O)O)cc1, CO, NC=O, O=Cc1cc(F)ccc1F. Yields the product Cc1ccc(S(=O)(=O)C(NC=O)c2cc(F)ccc2F)cc1. RXN SMILES: [C:11]12([CH2:12][S:13]([OH:14])(=[O:15])=[O:16])[C:17]([CH3:18])([CH3:19])[CH:20]([CH2:21][CH2:22]1)[CH2:23][C:24]2=[O:25].[CH3:1][c:2]1[cH:3][cH:4][c:5]([S:8](=[O:9])[OH:10])[cH:6][cH:7]1.[CH3:39][OH:40].[CH:36](=[O:37])[NH2:38].[F:26][c:27]1[c:28]([CH:29]=[O:30])[cH:31][c:32]([F:35])[cH:33][cH:34]1>>[CH3:1][c:2]1[cH:3][cH:4][c:5]([S:8](=[O:9])(=[O:10])[CH:29]([c:28]2[c:27]([F:26])[cH:34][cH:33][c:32]([F:35])[cH:31]2)[NH:38][CH:36]=[O:37])[cH:6][cH:7]1. Reactants: CS(=O)(=O)O.N1(C=NCC1)NC1=CC=C(C(=O)O)C=C1 (4-(2-imidazolinyl)amino-benzoic acid methanesulfonate), CS(=O)(=O)OC1=CC2=CC=C(C=C2C=C1)C(N)=N (6-amidino-2-naphthol methanesulfonate), C1CCC(CC1)N=C=NC2CCCCC2 (DCC), N1=CC=CC=C1 (pyridine). Reagents/catalysts: CN(C)C=1C=CN=CC1 (DMAP). Solvent: CC(=O)C (acetone). Reaction conditions: time 8 hour. Yields the product CS(=O)(=O)O.CS(=O)(=O)O.N1(C=NCC1)NC1=CC=C(C(=O)OC2=CC3=CC=C(C=C3C=C2)C(N)=N)C=C1 (6-amidino-2-naphthyl 4-(2-imidazolinyl)amino-benzoate dimethanesulfonate). The yield is 41.4%. Reaction SMILES: [CH3:1][S:2]([OH:5])(=[O:4])=[O:3].[N:6]1([NH:11][C:12]2[CH:20]=[CH:19][C:15]([C:16]([OH:18])=[O:17])=[CH:14][CH:13]=2)[CH2:10][CH2:9][N:8]=[CH:7]1.[CH3:21][S:22]([O:25][C:26]1[CH:35]=[CH:34][C:33]2[C:28](=[CH:29][CH:30]=[C:31]([C:36](=[NH:38])[NH2:37])[CH:32]=2)[CH:27]=1)(=[O:24])=[O:23].C1CCC(N=C=NC2CCCCC2)CC1.N1C=CC=CC=1>CN(C1C=CN=CC=1)C.CC(C)=O>[CH3:1][S:2]([OH:5])(=[O:4])=[O:3].[CH3:21][S:22]([OH:25])(=[O:24])=[O:23].[N:6]1([NH:11][C:12]2[CH:13]=[CH:14][C:15]([C:16]([O:18][C:26]3[CH:35]=[CH:34][C:33]4[C:28](=[CH:29][CH:30]=[C:31]([C:36](=[NH:37])[NH2:38])[CH:32]=4)[CH:27]=3)=[O:17])=[CH:19][CH:20]=2)[CH2:10][CH2:9][N:8]=[CH:7]1 |f:0.1,7.8.9|. Procedure: To 1.03 g of 4-(2-imidazolinyl)amino-benzoic acid methanesulfonate, 0.96 g of 6-amidino-2-naphthol methanesulfonate, 42 mg of DMAP and 1.06 g of DCC was added 5 ml of anhydrous pyridine. The resulting mixture was stirred overnight at room temperature. To the mixture was added 50 ml of acetone and the precipitate which was formed was collected by filtration. To the precipitate was added 40 ml of DMF. After stirring the precipitate which was formed was collected by filtration and 20 ml of water wa... Reactants: CC(C)(C)OC(=O)N1CCC(Oc2cc(C(C)(C)C)ccc2C(=O)O)CC1, O=C(Cl)C(=O)Cl, ClCCl, CN(C)C=O. Product: CC(C)(C)OC(=O)N1CCC(Oc2cc(C(C)(C)C)ccc2C(=O)Cl)CC1. As a reaction SMILES: [C:1]([CH3:2])([CH3:3])([CH3:4])[c:5]1[cH:6][c:7]([O:14][CH:15]2[CH2:16][CH2:17][N:18]([C:21](=[O:22])[O:23][C:24]([CH3:25])([CH3:26])[CH3:27])[CH2:19][CH2:20]2)[c:8]([C:9](=[O:10])[OH:11])[cH:12][cH:13]1.[Cl:28][C:29]([C:30]([Cl:31])=[O:32])=[O:33].[Cl:39][CH2:40][Cl:41].[O:34]=[CH:35][N:36]([CH3:37])[CH3:38]>>[C:1]([CH3:2])([CH3:3])([CH3:4])[c:5]1[cH:6][c:7]([O:14][CH:15]2[CH2:16][CH2:17][N:18]([C:21](=[O:22])[O:23][C:24]([CH3:25])([CH3:26])[CH3:27])[CH2:19][CH2:20]2)[c:8]([C:9](=[O:10])[Cl:28])[cH:12][cH:13]1.